This data is from the Open Reaction Database (ORD), a public repository of structured organic reaction records. The task is: describe an organic reaction: reactants, conditions, products, and yield The solvent is C1(=CC=CC=C1)C (toluene). Starting materials: [Si](C1=CC=CC=C1)(C1=CC=CC=C1)(C(C)(C)C)OC[C@H](CCC(=O)OC)O (5-t-Butyldiphenylsilyloxy-4-(S)-hydroxypentanoic acid, methyl ester), C1(=CC=CC=C1)P(C1=CC=CC=C1)C1=CC=CC=C1 (triphenylphosphine), N1C=NC=C1 (imidazole), II (iodine). Procedure details: To a solution of 7 (4.33 g, 11.2 mmol) in 250 mL toluene was added triphenylphosphine (5.9 g, 22.4 mmol), imidazole (2.3 g, 33.6 mmol), and iodine (4.26 g, 16.8 mmol) under a nitrogen atmosphere. The reaction mixture was lowered into a preheated heating mantle and refluxed for 1 hour. The reaction mixture was quenched by pouring into 200 mL saturated NaHCO3 solution. Excess triphenylphosphine was destroyed by the addition of iodine until an iodine coloration remained in the organic phase. The or... RXN SMILES: [Si:1]([O:18][CH2:19][C@@H:20](O)[CH2:21][CH2:22][C:23]([O:25][CH3:26])=[O:24])([C:14]([CH3:17])([CH3:16])[CH3:15])([C:8]1[CH:13]=[CH:12][CH:11]=[CH:10][CH:9]=1)[C:2]1[CH:7]=[CH:6][CH:5]=[CH:4][CH:3]=1.C1(P(C2C=CC=CC=2)C2C=CC=CC=2)C=CC=CC=1.N1C=CN=C1.[I:52]I>C1(C)C=CC=CC=1>[Si:1]([O:18][CH2:19][C@H:20]([I:52])[CH2:21][CH2:22][C:23]([O:25][CH3:26])=[O:24])([C:14]([CH3:17])([CH3:16])[CH3:15])([C:8]1[CH:13]=[CH:12][CH:11]=[CH:10][CH:9]=1)[C:2]1[CH:7]=[CH:6][CH:5]=[CH:4][CH:3]=1. Product: [Si](C1=CC=CC=C1)(C1=CC=CC=C1)(C(C)(C)C)OC[C@@H](CCC(=O)OC)I (5-t-Butyldiphenylsilyloxy-4-(R)-iodopentanoic acid, methyl ester). Reactants: N (ammonia), BrCC(=O)NC1=C(C(=O)C2=CC=CC=C2)C=CC=C1 (2-bromoacetamidobenzophenone), O (water). Yield: 98.0%. Yields the product C1(=CC=CC=C1)C1=NCC(NC2=C1C=CC=C2)=O (2,3Dihydro-5-phenyl-1H-1,4-benzodiazepin-2-one). Reaction SMILES: Br[CH2:2][C:3]([NH:5][C:6]1[CH:19]=[CH:18][CH:17]=[CH:16][C:7]=1[C:8]([C:10]1[CH:15]=[CH:14][CH:13]=[CH:12][CH:11]=1)=O)=[O:4].[NH3:20].O>CO>[C:10]1([C:8]2[C:7]3[CH:16]=[CH:17][CH:18]=[CH:19][C:6]=3[NH:5][C:3](=[O:4])[CH2:2][N:20]=2)[CH:15]=[CH:14][CH:13]=[CH:12][CH:11]=1. Run at time 6 hour. The solvent is CO (methanol), CO (methanol). Reported procedure: A suspension of 2-bromoacetamidobenzophenone (275 g, 0.86 mol) in methanol (1 L) was treated with a solution of saturated ammonia in methanol (3 L), and the resulting solution was stirred at ambient temperature for 6 h, then was heated at reflux for an additional 4 h. After cooling, water (500 mL) was added, and the solution was concentrated by evaporation to about 1 L in volume, yielding crystalline 2,3-dihydro-5-phenyl-1H-1,4-benzodiazepin-2-one (20) (200.7 g, 98%). The product is C(C)OC(C(CC1=CC=C(C=C1)OCCC1N(C(N(C1)CC1=CC=C(C=C1)C(F)(F)F)=O)CC1=CC=C(C=C1)OC)(OC1=CC=CC=C1)C)=O (3-(4-{2-[3-(4-Methoxy-benzyl)-2-oxo-1-(4-trifluoromethyl-benzyl)-imidazolidin-4-yl]-ethoxy}-phenyl)-2-methyl-2-phenoxy-propionic acid ethyl ester). Procedure details: Cesium carbonate (2.49 g, 7.647 mmol) is added to a solution of 3-(4-Hydroxy-phenyl)-2-methyl-2-phenoxy-propionic acid ethyl ester (1.77 g, 5.88 mmol) and toluene-4-sulfonic acid 2-[3-(4-methoxy-benzyl)-2-oxo-1-(4-trifluoromethyl-benzyl)-imidazolidin-4-yl]-ethyl ester (3.64 g, 6.47 mmol) in DMF (40 mL). The resultant mixture is stirred at 55° C. under an atmosphere of nitrogen for 18 h, then diluted with ethyl acetate. The organic layer is washed, then dried, concentrated, and purified by flash ... Run in CN(C)C=O (DMF), C(C)(=O)OCC (ethyl acetate). The reactants are resultant mixture, C([O-])([O-])=O.[Cs+].[Cs+] (Cesium carbonate), C(C)OC(C(CC1=CC=C(C=C1)O)(OC1=CC=CC=C1)C)=O (3-(4-Hydroxy-phenyl)-2-methyl-2-phenoxy-propionic acid ethyl ester), COC1=CC=C(CN2C(N(CC2CCOS(=O)(=O)C2=CC=C(C=C2)C)CC2=CC=C(C=C2)C(F)(F)F)=O)C=C1 (toluene-4-sulfonic acid 2-[3-(4-methoxy-benzyl)-2-oxo-1-(4-trifluoromethyl-benzyl)-imidazolidin-4-yl]-ethyl ester). RXN SMILES: C(=O)([O-])[O-].[Cs+].[Cs+].[CH2:7]([O:9][C:10](=[O:28])[C:11]([CH3:27])([O:20][C:21]1[CH:26]=[CH:25][CH:24]=[CH:23][CH:22]=1)[CH2:12][C:13]1[CH:18]=[CH:17][C:16]([OH:19])=[CH:15][CH:14]=1)[CH3:8].[CH3:29][O:30][C:31]1[CH:67]=[CH:66][C:34]([CH2:35][N:36]2[CH:40]([CH2:41][CH2:42]OS(C3C=CC(C)=CC=3)(=O)=O)[CH2:39][N:38]([CH2:54][C:55]3[CH:60]=[CH:59][C:58]([C:61]([F:64])([F:63])[F:62])=[CH:57][CH:56]=3)[C:37]2=[O:65])=[CH:33][CH:32]=1>CN(C=O)C.C(OCC)(=O)C>[CH2:7]([O:9][C:10](=[O:28])[C:11]([CH3:27])([O:20][C:21]1[CH:26]=[CH:25][CH:24]=[CH:23][CH:22]=1)[CH2:12][C:13]1[CH:18]=[CH:17][C:16]([O:19][CH2:42][CH2:41][CH:40]2[CH2:39][N:38]([CH2:54][C:55]3[CH:56]=[CH:57][C:58]([C:61]([F:64])([F:63])[F:62])=[CH:59][CH:60]=3)[C:37](=[O:65])[N:36]2[CH2:35][C:34]2[CH:33]=[CH:32][C:31]([O:30][CH3:29])=[CH:67][CH:66]=2)=[CH:15][CH:14]=1)[CH3:8] |f:0.1.2|. Isolated yield 93.6%. Starting materials: compound 1, [OH-].[Na+] (NaOH), material, BrC/C(/C(=O)O)=C/C(=O)O (2-(bromomethyl)-maleic acid), C(CCC)O (n-Butanol), [OH-].[Na+] (NaOH). Run in O (water). Conditions: time 8 hour. Yields the product BrC/C=1/C(=O)OC(\C1)=O (2-bromomethyl maleic anhydride), compound 4. RXN SMILES: [Br:1][CH2:2]/[C:3](=[CH:7]/[C:8]([OH:10])=[O:9])/[C:4]([OH:6])=O.[OH-].[Na+].C(O)CCC>O>[Br:1][CH2:2][C:3]1[C:4]([O:10][C:8](=[O:9])[CH:7]=1)=[O:6] |f:1.2|. Procedure details: 2-(Bromomethyl)-maleic anhydride (2) is prepared from compound 1 according to the method of Laursen et al. (1971) J. Med. Chem. 14:619-621 with the modification by Greenlee and Woodward (1980) Tetrahedron 36:3367-3375. This material (2 g) is hydrolyzed in water (20 mL) for about 1 hour at room temperature to 2-(bromomethyl)-maleic acid (3) and the solution is neutralized with 1 N NaOH (21.2 mL), degassed and kept under N2. The solution is added to a previously prepared solution of 4-aminothiophe... The reactants are O (water), [H-].[Na+] (Sodium hydride), FC1=CC=C(C=C1)CC(=O)OC(C)C (isopropyl 4-fluorophenylacetate), Cl(=O)(=O)(=O)[O-].CSC1=[S+]C=CS1 (2-Methylthio-1,3-dithiolium perchlorate). Run in O1CCCC1 (tetrahydrofuran). Run at time 2 hour. Yields the product S1C(SC=C1)=C(C(=O)OC(C)C)C1=CC=C(C=C1)F (isopropyl (1,3-dithiol-2-ylidene)-(4-fluorophenyl)-acetate). RXN SMILES: [H-].[Na+].[F:3][C:4]1[CH:9]=[CH:8][C:7]([CH2:10][C:11]([O:13][CH:14]([CH3:16])[CH3:15])=[O:12])=[CH:6][CH:5]=1.Cl([O-])(=O)(=O)=O.CS[C:24]1[S:28][CH:27]=[CH:26][S+:25]=1.O>O1CCCC1>[S:25]1[CH:26]=[CH:27][S:28][C:24]1=[C:10]([C:7]1[CH:6]=[CH:5][C:4]([F:3])=[CH:9][CH:8]=1)[C:11]([O:13][CH:14]([CH3:16])[CH3:15])=[O:12] |f:0.1,3.4|. Reported procedure: Sodium hydride (2.2 g, 55 % dispersion in mineral oil) is added to a solution of isopropyl 4-fluorophenylacetate (3.9 g) in dry tetrahydrofuran (50 ml). The mixture is stirred for two hours at room temperature. 2-Methylthio-1,3-dithiolium perchlorate (5.5 g) is then added and the mixture is heated under reflux for seven hours. After cooling to room temperature, water (300 ml) is slowly added. The solution is extracted with ether (3×200 ml). The combined organic solutions are washed with water (1... Starting materials: CCNc1cc2c(nc1OC)CCN(C(=O)C(F)(F)F)CC2C, CC#N, O=C1CCC(=O)N1Cl. Yields the product CCNc1c(OC)nc2c(c1Cl)C(C)CN(C(=O)C(F)(F)F)CC2. RXN SMILES: [CH2:1]([CH3:2])[NH:3][c:4]1[cH:5][c:6]2[c:7]([n:20][c:21]1[O:22][CH3:23])[CH2:8][CH2:9][N:10]([C:14]([C:15]([F:16])([F:17])[F:18])=[O:19])[CH2:11][CH:12]2[CH3:13].[CH3:32][C:33]#[N:34].[Cl:24][N:25]1[C:26](=[O:27])[CH2:28][CH2:29][C:30]1=[O:31]>>[CH2:1]([CH3:2])[NH:3][c:4]1[c:5]([Cl:24])[c:6]2[c:7]([n:20][c:21]1[O:22][CH3:23])[CH2:8][CH2:9][N:10]([C:14]([C:15]([F:16])([F:17])[F:18])=[O:19])[CH2:11][CH:12]2[CH3:13]. The reactants are OC1=C(C(N(C2=NC=CC=C12)CCC(C)C)=O)C1=NS(C2=C(N1)C=CC(=C2)NS(=O)(=O)NC=2C=C(C(=O)OCC)C=CC2)(=O)=O (ethyl 3-[({[3-(4-hydroxy-1-isopentyl-2-oxo-1,2-dihydro[1,8]naphthyridin-3-yl)-1,1-dioxido-4H-1,2,4-benzothiadiazin-7-yl]amino}sulfonyl)amino]benzoate), CO (methanol). Run in [OH-].[Na+] (sodium hydroxide). Product: OC1=C(C(N(C2=NC=CC=C12)CCC(C)C)=O)C1=NS(C2=C(N1)C=CC(=C2)NS(=O)(=O)NC=2C=C(C(=O)O)C=CC2)(=O)=O (3-[({[3-(4-hydroxy-1-isopentyl-2-oxo-1,2-dihydro[1,8]naphthyridin-3-yl)-1,1-dioxido-4H-1,2,4-benzothiadiazin-7-yl]amino}sulfonyl)amino]benzoic acid). Isolated yield 8.8%. Reaction SMILES: [OH:1][C:2]1[C:11]2[C:6](=[N:7][CH:8]=[CH:9][CH:10]=2)[N:5]([CH2:12][CH2:13][CH:14]([CH3:16])[CH3:15])[C:4](=[O:17])[C:3]=1[C:18]1[NH:23][C:22]2[CH:24]=[CH:25][C:26]([NH:28][S:29]([NH:32][C:33]3[CH:34]=[C:35]([CH:41]=[CH:42][CH:43]=3)[C:36]([O:38]CC)=[O:37])(=[O:31])=[O:30])=[CH:27][C:21]=2[S:20](=[O:45])(=[O:44])[N:19]=1.CO>[OH-].[Na+]>[OH:1][C:2]1[C:11]2[C:6](=[N:7][CH:8]=[CH:9][CH:10]=2)[N:5]([CH2:12][CH2:13][CH:14]([CH3:15])[CH3:16])[C:4](=[O:17])[C:3]=1[C:18]1[NH:23][C:22]2[CH:24]=[CH:25][C:26]([NH:28][S:29]([NH:32][C:33]3[CH:34]=[C:35]([CH:41]=[CH:42][CH:43]=3)[C:36]([OH:38])=[O:37])(=[O:31])=[O:30])=[CH:27][C:21]=2[S:20](=[O:44])(=[O:45])[N:19]=1 |f:2.3|. Procedure details: A solution of the product of Example 454 (25.5 mg, 0.389 mmol) in 1 mL of 1N aqueous sodium hydroxide and 1ML of methanol was stirred at 25° C. for 17 hours, and concentrated under a stream of warm nitrogen. The residue was treated with 2 mL of 1N aqueous hydrochloric acid. The resulting solid was isolated by vacuum filtration, washed with 10 mL of water, and dried to provide the title compound (21.4 mg, 88% yield). 1H NMR (300 MHz, DMSO-d6) δ 0.98 (d, J=6.62 Hz, 6 H) 1.56 (m, 2 H) 1.68 (m, 1 H)... Reactants: COc1cccc(CCc2cc(NC(=O)c3ccc(C(=O)O)nc3)[nH]n2)c1, CCOCC, CO, ClCCl, O=S(Cl)Cl. As a reaction SMILES: [CH3:1][O:2][c:3]1[cH:4][c:5]([CH2:9][CH2:10][c:11]2[cH:12][c:13]([NH:16][C:17](=[O:18])[c:19]3[cH:20][cH:21][c:22]([C:25](=[O:26])[OH:27])[n:23][cH:24]3)[nH:14][n:15]2)[cH:6][cH:7][cH:8]1.[CH3:32][CH2:33][O:34][CH2:35][CH3:36].[CH3:37][OH:38].[Cl:39][CH2:40][Cl:41].[S:28]([Cl:29])([Cl:30])=[O:31]>>[CH3:1][O:2][c:3]1[cH:4][c:5]([CH2:9][CH2:10][c:11]2[cH:12][c:13]([NH:16][C:17](=[O:18])[c:19]3[cH:20][cH:21][c:22]([C:25](=[O:26])[O:27][CH3:32])[n:23][cH:24]3)[nH:14][n:15]2)[cH:6][cH:7][cH:8]1. Yields the product COC(=O)c1ccc(C(=O)Nc2cc(CCc3cccc(OC)c3)n[nH]2)cn1.